From a dataset of the Open Reaction Database (ORD), a public repository of structured organic reaction records. describe an organic reaction: reactants, conditions, products, and yield Product: CN1Cc2cccc([N+](=O)[O-])c2C1=O. RXN SMILES: [Br:1][CH2:2][c:3]1[c:4]([C:5](=[O:6])[O:7][CH3:8])[c:9]([N+:13](=[O:14])[O-:15])[cH:10][cH:11][cH:12]1.[CH2:27]1[O:28][CH2:29][CH2:30][CH2:31]1.[CH3:16][NH2:17].[CH3:21][CH2:22][O:23][C:24]([CH3:25])=[O:26].[CH3:32][CH2:33][O:34][C:35]([CH3:36])=[O:37].[Cl:18][CH2:19][Cl:20]>>[CH2:2]1[c:3]2[c:4]([c:9]([N+:13](=[O:14])[O-:15])[cH:10][cH:11][cH:12]2)[C:5](=[O:6])[N:17]1[CH3:16]. The reactants are COC(=O)c1c(CBr)cccc1[N+](=O)[O-], C1CCOC1, CN, CCOC(C)=O, CCOC(C)=O, ClCCl.